Task: describe an organic reaction: reactants, conditions, products, and yield. Dataset: the Open Reaction Database (ORD), a public repository of structured organic reaction records The reactants are C(CCCCCCCCCCCCCCC)NC=1C=C(SC1)C(=O)O (4-hexadecylamino-2-thiophenecarboxylic acid), COCCOC.C(Cl)Cl (1,2-dimethoxyethane methylene chloride). The product is Cl.C(CCCCCCCCCCCCCCC)NC=1C=C(SC1)C(=O)Cl (4-hexadecylamino-2-thiophenecarbonyl chloride hydrochloride). As a reaction SMILES: [CH2:1]([NH:17][C:18]1[CH:19]=[C:20]([C:23]([OH:25])=O)[S:21][CH:22]=1)[CH2:2][CH2:3][CH2:4][CH2:5][CH2:6][CH2:7][CH2:8][CH2:9][CH2:10][CH2:11][CH2:12][CH2:13][CH2:14][CH2:15][CH3:16].COCCOC.C(Cl)[Cl:33]>>[ClH:33].[CH2:1]([NH:17][C:18]1[CH:19]=[C:20]([C:23]([Cl:33])=[O:25])[S:21][CH:22]=1)[CH2:2][CH2:3][CH2:4][CH2:5][CH2:6][CH2:7][CH2:8][CH2:9][CH2:10][CH2:11][CH2:12][CH2:13][CH2:14][CH2:15][CH3:16] |f:1.2,3.4|. Reported procedure: A cold solution of 25 g. of 4-hexadecylamino-2-thiophenecarboxylic acid in 500 ml. of 1,2-dimethoxyethane-methylene chloride (4:1) is prepared and dry hydrochloric acid is bubbled through the solution until no more precipitate forms. The solution is treated with 25 ml. thionyl chloride and refluxed until all of the precipitate has dissolved. The solvents are evaporated to yield the product as an orange semi-crystalline mass. Reactants: CCc1nc(I)cn1CCNC(=O)OC(C)(C)C, ClCCl, Cl, C1COCCO1. The product is Cl, CCc1nc(I)cn1CCN. As a reaction SMILES: [C:1]([O:2][C:3](=[O:4])[NH:7][CH2:8][CH2:9][n:10]1[c:11]([CH2:16][CH3:17])[n:12][c:13]([I:15])[cH:14]1)([CH3:5])([CH3:6])[CH3:18].[Cl:26][CH2:27][Cl:28].[ClH:19].[O:20]1[CH2:21][CH2:22][O:23][CH2:24][CH2:25]1>>[ClH:19].[NH2:7][CH2:8][CH2:9][n:10]1[c:11]([CH2:16][CH3:17])[n:12][c:13]([I:15])[cH:14]1. The reactants are C1=CC=CC=2C3=CC=CC=C3C(C12)COC(=O)N[C@@H](CCC(NC(C1=CC=CC=C1)(C1=CC=CC=C1)C1=CC=CC=C1)=O)C(=O)NC1=C(C=CC(=C1)OC)OC (N-[Nα-(9-fluorenylmethoxycarbonyl)-Nδ-trityl-L-glutaminyl]-2,5-dimethoxyaniline), OC=1C=C(C(=O)O)C=CC1O (3,4-dihydroxybenzoic acid). Yields the product OC=1C=C(C(=O)N[C@@H](CCC(NC(C2=CC=CC=C2)(C2=CC=CC=C2)C2=CC=CC=C2)=O)C(=O)NC2=C(C=CC(=C2)OC)OC)C=CC1O (N-[Nα-(3,4-Dihydroxybenzoyl)-Nδ-trityl-L-glutaminyl]-2,5-dimethoxyaniline), crystals. Yield: 35.0%. As a reaction SMILES: C1C2C(CO[C:16]([NH:18][C@H:19]([C:44]([NH:46][C:47]3[CH:52]=[C:51]([O:53][CH3:54])[CH:50]=[CH:49][C:48]=3[O:55][CH3:56])=[O:45])[CH2:20][CH2:21][C:22](=[O:43])[NH:23][C:24]([C:37]3[CH:42]=[CH:41][CH:40]=[CH:39][CH:38]=3)([C:31]3[CH:36]=[CH:35][CH:34]=[CH:33][CH:32]=3)[C:25]3[CH:30]=[CH:29][CH:28]=[CH:27][CH:26]=3)=[O:17])C3C(=CC=CC=3)C=2C=CC=1.[OH:57][C:58]1[CH:59]=[C:60]([CH:64]=[CH:65][C:66]=1[OH:67])C(O)=O>>[OH:57][C:58]1[CH:59]=[C:60]([CH:64]=[CH:65][C:66]=1[OH:67])[C:16]([NH:18][C@H:19]([C:44]([NH:46][C:47]1[CH:52]=[C:51]([O:53][CH3:54])[CH:50]=[CH:49][C:48]=1[O:55][CH3:56])=[O:45])[CH2:20][CH2:21][C:22](=[O:43])[NH:23][C:24]([C:31]1[CH:32]=[CH:33][CH:34]=[CH:35][CH:36]=1)([C:25]1[CH:30]=[CH:29][CH:28]=[CH:27][CH:26]=1)[C:37]1[CH:42]=[CH:41][CH:40]=[CH:39][CH:38]=1)=[O:17]. Procedure details: The title compound was prepared from N-[Nα-(9-fluorenylmethoxycarbonyl)-Nδ-trityl-L-glutaminyl]-2,5-dimethoxyaniline (531 mg, 0.7 mmol, example 82, step A) as described for example 82 (step B) using 3,4-dihydroxybenzoic acid (164 mg, 1.1 mmol) instead of caffeic acid. The crude material was purified by flash chromatography using first 10% then 30% EtOAc/CH2Cl2 containing 1% AcOH. The title compound was obtained as yellow crystals (164 mg, 35%). The reactants are OC=1C=C(C=CC1)SC1=C(C(=O)OC)C=CC=C1 (methyl 2-(3-hydroxyphenylsulfanyl)-benzoate), BrCCCCl (1-bromo-3-chloropropane), C17H17ClO3S. Yields the product ClCCCOC=1C=C(C=CC1)SC1=C(C(=O)OC)C=CC=C1 (Methyl 2-(3-(3-Chloropropoxy)phenylsulfanyl)benzoate). The yield is 85.0%. Reaction SMILES: [OH:1][C:2]1[CH:3]=[C:4]([S:8][C:9]2[CH:18]=[CH:17][CH:16]=[CH:15][C:10]=2[C:11]([O:13][CH3:14])=[O:12])[CH:5]=[CH:6][CH:7]=1.Br[CH2:20][CH2:21][CH2:22][Cl:23]>>[Cl:23][CH2:22][CH2:21][CH2:20][O:1][C:2]1[CH:3]=[C:4]([S:8][C:9]2[CH:18]=[CH:17][CH:16]=[CH:15][C:10]=2[C:11]([O:13][CH3:14])=[O:12])[CH:5]=[CH:6][CH:7]=1. Procedure: It was prepared from methyl 2-(3-hydroxyphenylsulfanyl)-benzoate and 1-bromo-3-chloropropane as an oil in a yield of 85.0%. For C17H17ClO3S (336.8) calculated: 60.62% C, 5.09% H, 10.52% Cl, 9.52% S; found: 60.46% C, 5.09% H, 10.35% Cl, 9.42% S. The reactants are NCCN1CCC(CC1)C=1C=C(C=CC1)NC(C(C)C)=O (N-{3-[1-(2-aminoethyl)-4-piperidinyl]phenyl}-2-methylpropanamide), C1=C(C=CC2=CC=CC=C12)C(=O)Cl (2-naphthoyl chloride). Solvent: C1CCOC1 (THF). The product is C(C(C)C)(=O)NC=1C=C(C=CC1)C1CCN(CC1)CCNC(=O)C1=CC2=CC=CC=C2C=C1 (N-(2-{4-[3-(ISOBUTYRYLAMINO)PHENYL]-1-PIPERIDINYL}ETHYL)-2-NAPHTHAMIDE). Reaction SMILES: [NH2:1][CH2:2][CH2:3][N:4]1[CH2:9][CH2:8][CH:7]([C:10]2[CH:11]=[C:12]([NH:16][C:17](=[O:21])[CH:18]([CH3:20])[CH3:19])[CH:13]=[CH:14][CH:15]=2)[CH2:6][CH2:5]1.[CH:22]1[C:31]2[C:26](=[CH:27][CH:28]=[CH:29][CH:30]=2)[CH:25]=[CH:24][C:23]=1[C:32](Cl)=[O:33]>C1COCC1>[C:17]([NH:16][C:12]1[CH:11]=[C:10]([CH:7]2[CH2:8][CH2:9][N:4]([CH2:3][CH2:2][NH:1][C:32]([C:23]3[CH:24]=[CH:25][C:26]4[C:31](=[CH:30][CH:29]=[CH:28][CH:27]=4)[CH:22]=3)=[O:33])[CH2:5][CH2:6]2)[CH:15]=[CH:14][CH:13]=1)(=[O:21])[CH:18]([CH3:19])[CH3:20]. Procedure details: Prepared by Procedure Q1 (THF) and Scheme AT using N-{3-[1-(2-aminoethyl)-4-piperidinyl]phenyl}-2-methylpropanamide and 2-naphthoyl chloride: ESMS m/e: 444.2 (M+H)+. Product: FC1=CC=C(CNC(=O)C=2C=C3C=CC(=NC3=CC2)N[C@@H]2CCC3=CC=CC=C23)C=C1 (2-((R)-Indan-1-ylamino)-quinoline-6-carboxylic acid 4-fluoro-benzylamide). Reported procedure: To a stirred solution of commercially available 4-fluoro-benzylamine (250 mg, 2.0 mmol) in dioxane (10 ml) was added drop wise at room temperature a 2M solution of trimethylaluminum in toluene (1 ml). The reaction mixture was allowed to stir for 1 h at room temperature, a solution of 2-((R)-indan-1-ylamino)-quinoline-6-carboxylic acid ethyl ester (166 mg, 0.5 mmol) in dioxane (4 ml) was added and the reaction mixture was heated for 2 h at 90° C. The reaction mixture was poured into 0.886M sodium... Reactants: C(C)OC(=O)C=1C=C2C=CC(=NC2=CC1)N[C@@H]1CCC2=CC=CC=C12 (2-((R)-indan-1-ylamino)-quinoline-6-carboxylic acid ethyl ester), C(=O)([O-])C(O)C(O)C(=O)[O-].[K+].[Na+] (sodium-potassium-tartrate), FC1=CC=C(CN)C=C1 (4-fluoro-benzylamine), solution, C[Al](C)C (trimethylaluminum). Reaction conditions: time 1 hour. Reaction SMILES: [F:1][C:2]1[CH:9]=[CH:8][C:5]([CH2:6][NH2:7])=[CH:4][CH:3]=1.C[Al](C)C.C([O:16][C:17]([C:19]1[CH:20]=[C:21]2[C:26](=[CH:27][CH:28]=1)[N:25]=[C:24]([NH:29][C@H:30]1[C:38]3[C:33](=[CH:34][CH:35]=[CH:36][CH:37]=3)[CH2:32][CH2:31]1)[CH:23]=[CH:22]2)=O)C.C(C(C(C([O-])=O)O)O)([O-])=O.[K+].[Na+]>O1CCOCC1.C1(C)C=CC=CC=1>[F:1][C:2]1[CH:9]=[CH:8][C:5]([CH2:6][NH:7][C:17]([C:19]2[CH:20]=[C:21]3[C:26](=[CH:27][CH:28]=2)[N:25]=[C:24]([NH:29][C@H:30]2[C:38]4[C:33](=[CH:34][CH:35]=[CH:36][CH:37]=4)[CH2:32][CH2:31]2)[CH:23]=[CH:22]3)=[O:16])=[CH:4][CH:3]=1 |f:3.4.5|. Isolated yield 79.7%. Run in O1CCOCC1 (dioxane), O1CCOCC1 (dioxane), C1(=CC=CC=C1)C (toluene). Starting materials: ClC1=NC=C(C#N)C=C1 (6-chloronicotinonitrile), FC(CO)(F)F (2,2,2-trifluoroethanol), CC(C)([O-])C.[K+] (potassium tert-butoxide). Solvent: O (Water). Conditions: time 1 hour. Product: FC(COC1=NC=C(C#N)C=C1)(F)F (6-(2,2,2-trifluoroethoxy)nicotinonitrile). Reaction SMILES: Cl[C:2]1[CH:9]=[CH:8][C:5]([C:6]#[N:7])=[CH:4][N:3]=1.[F:10][C:11]([F:15])([F:14])[CH2:12][OH:13].CC(C)([O-])C.[K+]>O>[F:10][C:11]([F:15])([F:14])[CH2:12][O:13][C:2]1[CH:9]=[CH:8][C:5]([C:6]#[N:7])=[CH:4][N:3]=1 |f:2.3|. Procedure: To 6-chloronicotinonitrile (0.30 g, 2.2 mmol) was a mixture of 2,2,2-trifluoroethanol (0.19 mL, 2.6 mmol) and potassium tert-butoxide (1M solution in THF, 2.5 mL, 2.5 mmol) added at 0-5° C. The resulting mixture was stirred at ambient temperature for 1 hour. Water was added (20 mL) followed by extraction with ethyl acetate (2×20 mL). The organic layer was dried over sodium sulphate and concentrated in vacuum affording 6-(2,2,2-trifluoroethoxy)nicotinonitrile, 0.42 g (96%). 1H NMR (400 MHz, DMSO-...